From a dataset of the Open Reaction Database (ORD), a public repository of structured organic reaction records. describe an organic reaction: reactants, conditions, products, and yield Reported procedure: 1-Amino-2-carboxy-4-(3'-amino-4'-sulfophenylthio)anthraquinone (9.4 parts) and cyanuric chloride (3.7 parts) were subjected a to condensation reaction in an aqueous medium in a usual manner, followed by a condensation reaction with 1-aminobenzene-3-β-sulfatoethylsulfone (5.6 parts) at 20° to 40° C. under a weak acid condition. Thereafter, salting out of the reaction mixture with sodium chloride gave an anthraquinone compound of the following formula (free acid form). ##STR270## The product is C1=CC=CC=2C(C3=CC=CC=C3C(C12)=O)=O (anthraquinone). RXN SMILES: N[C:2]1[C:15]2[C:14](=[O:16])[C:13]3[C:8](=[CH:9][CH:10]=[CH:11][CH:12]=3)[C:7](=[O:17])[C:6]=2[C:5](SC2C=CC(S(O)(=O)=O)=C(N)C=2)=[CH:4][C:3]=1C(O)=O.N1C(Cl)=NC(Cl)=NC=1Cl.[Cl-].[Na+]>>[CH:9]1[C:8]2[C:7](=[O:17])[C:6]3[C:15](=[CH:2][CH:3]=[CH:4][CH:5]=3)[C:14](=[O:16])[C:13]=2[CH:12]=[CH:11][CH:10]=1 |f:2.3|. The reactants are NC1=C(C=C(C=2C(C3=CC=CC=C3C(C12)=O)=O)SC1=CC(=C(C=C1)S(=O)(=O)O)N)C(=O)O (1-Amino-2-carboxy-4-(3'-amino-4'-sulfophenylthio)anthraquinone), [Cl-].[Na+] (sodium chloride), N1=C(Cl)N=C(Cl)N=C1Cl (cyanuric chloride), 1-aminobenzene 3-β-sulfatoethylsulfone. Reactants: COC(=O)C1=CC=2NN=C(C2S1)C=1NC2=CC=C(C=C2C1)C(O[SiH2]C(C)(C)C)(C)C (3-[5-(tert-butyl-dimethyl-silanyloxymethyl)-1H-indol-2-yl]-1H-thieno[3,2-c]pyrazole-5-carboxylic acid methyl ester), COC(=O)C1=CC=2NN=C(C2S1)C=1NC2=CC=C(C=C2C1)C(O[SiH2]C(C)(C)C)(C)C (3-[5-(tert-butyl-dimethyl-silanyloxymethyl)-1H-indol-2-yl]-1H-thieno[3,2-c]pyrazole-5-carboxylic acid methyl ester), [F-].C(CCC)[N+](CCCC)(CCCC)CCCC (tetrabutylammonium fluoride). Run in C(C)(=O)OCC (ethyl acetate), O1CCCC1 (tetrahydrofuran). Conditions: time 8 hour. Product: COC(=O)C1=CC=2NN=C(C2S1)C=1NC2=CC=C(C=C2C1)CO (3-(5-hydroxymethyl-1H-indol-2-yl)-1H-thieno[3,2-c]pyrazole-5-carboxylic acid methyl ester). Isolated yield 63.2%. Reaction SMILES: [CH3:1][O:2][C:3]([C:5]1[S:12][C:11]2[C:10]([C:13]3[NH:14][C:15]4[C:20]([CH:21]=3)=[CH:19][C:18]([C:22](C)(C)[O:23][SiH2]C(C)(C)C)=[CH:17][CH:16]=4)=[N:9][NH:8][C:7]=2[CH:6]=1)=[O:4].[F-].C([N+](CCCC)(CCCC)CCCC)CCC>O1CCCC1.C(OCC)(=O)C>[CH3:1][O:2][C:3]([C:5]1[S:12][C:11]2[C:10]([C:13]3[NH:14][C:15]4[C:20]([CH:21]=3)=[CH:19][C:18]([CH2:22][OH:23])=[CH:17][CH:16]=4)=[N:9][NH:8][C:7]=2[CH:6]=1)=[O:4] |f:1.2|. Procedure details: A solution of 3-[5-(tert-butyl-dimethyl-silanyloxymethyl)-1H-indol-2-yl]-1H-thieno[3,2-c]pyrazole-5-carboxylic acid methyl ester [192 mg, 0.435 mmol, Intermediate (28)] is dissolved in tetrahydrofuran (10 mL) and treated with tetrabutylammonium fluoride (1.0 M in tetrahydrofuran, 0.52 mL) and stirred overnight. The reaction mixture is diluted in ethyl acetate and washed with water, brine and dried over sodium sulfate. The residue is chromatographed on 10 g silica gel cartridge (50% ethyl acetate... Yields the product C1(CC1)COC1=C(C=C(C=C1)F)C1=C2C(=NC=C1)C(=C(N2COCC[Si](C)(C)C)C)C(=O)N[C@H]2CC[C@H](CC2)NC(OC(C)(C)C)=O (tert-Butyl (cis-4-{[(7-[2-(cyclopropylmethoxy)-5-fluorophenyl]-2-methyl-1-{[2-(trimethylsilyl)ethoxy]methyl}-1H-pyrrolo[3,2-b]pyridin-3-yl)carbonyl]amino}cyclohexyl)carbamate). Reaction SMILES: [CH:1]1([CH2:4][O:5][C:6]2[CH:11]=[CH:10][C:9]([F:12])=[CH:8][C:7]=2[C:13]2[CH:18]=[CH:17][N:16]=[C:15]3[C:19]([C:31]([OH:33])=O)=[C:20]([CH3:30])[N:21]([CH2:22][O:23][CH2:24][CH2:25][Si:26]([CH3:29])([CH3:28])[CH3:27])[C:14]=23)[CH2:3][CH2:2]1.[NH2:34][C@@H:35]1[CH2:40][CH2:39][C@H:38]([NH:41][C:42](=[O:48])[O:43][C:44]([CH3:47])([CH3:46])[CH3:45])[CH2:37][CH2:36]1>>[CH:1]1([CH2:4][O:5][C:6]2[CH:11]=[CH:10][C:9]([F:12])=[CH:8][C:7]=2[C:13]2[CH:18]=[CH:17][N:16]=[C:15]3[C:19]([C:31]([NH:34][C@@H:35]4[CH2:40][CH2:39][C@H:38]([NH:41][C:42](=[O:48])[O:43][C:44]([CH3:46])([CH3:45])[CH3:47])[CH2:37][CH2:36]4)=[O:33])=[C:20]([CH3:30])[N:21]([CH2:22][O:23][CH2:24][CH2:25][Si:26]([CH3:28])([CH3:29])[CH3:27])[C:14]=23)[CH2:3][CH2:2]1. Reported procedure: Starting from 7-[2-(cyclopropylmethoxy)-5-fluorophenyl]-2-methyl-1-{[2-(trimethylsilyl)ethoxy]methyl}-1H-pyrrolo[3,2-b]pyridine-3-carboxylic acid (example D.c3) and commercially available tert-butyl cis-(4-amino-cyclohexyl)-carbamate the title compound is obtained as pale yellow viscous oil. The reactants are C1(CC1)COC1=C(C=C(C=C1)F)C1=C2C(=NC=C1)C(=C(N2COCC[Si](C)(C)C)C)C(=O)O (7-[2-(cyclopropylmethoxy)-5-fluorophenyl]-2-methyl-1-{[2-(trimethylsilyl)ethoxy]methyl}-1H-pyrrolo[3,2-b]pyridine-3-carboxylic acid), N[C@H]1CC[C@H](CC1)NC(OC(C)(C)C)=O (tert-butyl cis-(4-amino-cyclohexyl)-carbamate). The reactants are OC1=CC=C(C=C1)CCO (2-(4-hydroxyphenyl)ethyl alcohol), C(C=C)Br (allyl bromide). The product is C(C=C)OC1=CC=C(CCO)C=C1 (4-allyloxyphenethyl alcohol). The yield is 77.0%. As a reaction SMILES: [OH:1][C:2]1[CH:7]=[CH:6][C:5]([CH2:8][CH2:9][OH:10])=[CH:4][CH:3]=1.[CH2:11](Br)[CH:12]=[CH2:13]>>[CH2:13]([O:1][C:2]1[CH:7]=[CH:6][C:5]([CH2:8][CH2:9][OH:10])=[CH:4][CH:3]=1)[CH:12]=[CH2:11]. Procedure details: The two-step synthetic procedure of Example 1 was repeated starting with 2-(4-hydroxyphenyl)ethyl alcohol. In this case 1.2 equivalents of allyl bromide was employed in the alkylation step and the intermediate 4-allyloxyphenethyl alcohol was obtained in 77% yield following vacuum distillation (104-112° C. at 0.2 torr). Esterification of the alcohol with methacrylic acid afforded 4-allyloxyphenethyl methacrylate (AOPMA) in 88% yield. Reactants: Cl (hydrochloric acid), C(C#C)N(C=O)C(C1=CC=CC=C1)=O (N-(2-propynyl)benzoylformamide), C=O (paraformaldehyde), C(C)NCC (diethylamine), cuprous chloride. Solvent: O1CCOCC1 (dioxane). Run at temperature 75 celsius. The product is C(C)N(CC#CCN(C=O)C(C1=CC=CC=C1)=O)CC (N-(4-diethylamino-2-butynyl)benzoylformamide). Isolated yield 74.5%. Reaction SMILES: [CH2:1]([N:4]([C:7](=[O:14])[C:8]1[CH:13]=[CH:12][CH:11]=[CH:10][CH:9]=1)[CH:5]=[O:6])[C:2]#[CH:3].[CH2:15]=O.[CH2:17]([NH:19][CH2:20][CH3:21])[CH3:18].Cl>O1CCOCC1>[CH2:17]([N:19]([CH2:20][CH3:21])[CH2:15][C:3]#[C:2][CH2:1][N:4]([C:7](=[O:14])[C:8]1[CH:13]=[CH:12][CH:11]=[CH:10][CH:9]=1)[CH:5]=[O:6])[CH3:18]. Procedure: N-(2-propynyl)benzoylformamide (0.36 g), 80% paraformaldehyde (90 mg) and diethylamine (162 mg) were added to anhydrous dioxane, 4 mg cuprous chloride was further added, and the mixture was heated at 70 to 80° C. for 1.5 hours with stirring. After cooling to room temperature, the reaction mixture was acidified with 5% hydrochloric acid. The separated aqueous layer was collected and washed with diethyl ether, 5% aqueous solution of caustic soda was added under ice cooling to make the solution wea... Reactants: C(C)(C)(C)OC(=O)N1CCN(CC1)C(CC1=CC(=CC=C1)OS(=O)(=O)C)=O (1-tert-Butyloxycarbonyl-4-[(3-(methanesulfonyloxy)phenyl)acetyl]piperazine), Cl (HCl). Solvent: C(C)(=O)OCC (ethyl acetate). Run at time 15 minute. The product is Cl.CS(=O)(=O)OC=1C=C(C=CC1)CC(=O)N1CCNCC1 (1-[(3-(Methanesulfonyloxy)phenyl)-acetyl]piperazine, Hydrochloride). RXN SMILES: C(OC([N:8]1[CH2:13][CH2:12][N:11]([C:14](=[O:27])[CH2:15][C:16]2[CH:21]=[CH:20][CH:19]=[C:18]([O:22][S:23]([CH3:26])(=[O:25])=[O:24])[CH:17]=2)[CH2:10][CH2:9]1)=O)(C)(C)C.[ClH:28]>C(OCC)(=O)C>[ClH:28].[CH3:26][S:23]([O:22][C:18]1[CH:17]=[C:16]([CH2:15][C:14]([N:11]2[CH2:10][CH2:9][NH:8][CH2:13][CH2:12]2)=[O:27])[CH:21]=[CH:20][CH:19]=1)(=[O:24])=[O:25] |f:3.4|. Reported procedure: Through a solution of the product from Step B (2.07 g, 5.22 mmol) in 75 mL of ethyl acetate at 0° C. was bubbled anhydrous HCl gas for 5 minutes. After 15 minutes, the reaction was concentrated in vacuo to produce the titled product as a white foam. Reactants: FC(C1=CC2=C(N(C(N2)=O)C2CCN(CC2)C(=O)OC(C)(C)C)C=C1Cl)(F)F (1,1-Dimethylethyl 4-(5-trifluoromethyl-6-chloro-2-oxo-2,3-dihydro-1H-benzimidazol-1-yl)-1-piperidinecarboxylate), Cl (HCl). Run in ClCCl (dichloromethane). Run at time 4 hour. Yields the product Cl.FC(C1=CC2=C(N(C(N2)=O)C2CCNCC2)C=C1Cl)(F)F (5-Trifluoromethyl-6-chloro-1-(4-piperidinyl)-1,3-dihydro-2H-benzimidazol-2-one hydrochloride). RXN SMILES: [F:1][C:2]([F:28])([F:27])[C:3]1[C:25]([Cl:26])=[CH:24][C:6]2[N:7]([CH:11]3[CH2:16][CH2:15][N:14](C(OC(C)(C)C)=O)[CH2:13][CH2:12]3)[C:8](=[O:10])[NH:9][C:5]=2[CH:4]=1.Cl>ClCCl>[ClH:26].[F:27][C:2]([F:1])([F:28])[C:3]1[C:25]([Cl:26])=[CH:24][C:6]2[N:7]([CH:11]3[CH2:16][CH2:15][NH:14][CH2:13][CH2:12]3)[C:8](=[O:10])[NH:9][C:5]=2[CH:4]=1 |f:3.4|. Procedure: 1,1-Dimethylethyl 4-(5-trifluoromethyl-6-chloro-2-oxo-2,3-dihydro-1H-benzimidazol-1-yl)-1-piperidinecarboxylate (D63, 1.0 g) was dissolved in dichloromethane (10 ml) and HCl (4M in 1,4-dioxane, 2.5 ml) was added at room temperature. The mixture was stirred at room temperature for 4 h then evaporated to give the subtitle compound, 850 mg. Starting materials: ClC1=CC=C(C=C1)C1=NSC2=C1C=CC(=C2)C#CCO (3-[3-(4-Chloro-phenyl)-benzo[d]isothiazol-6-yl]-prop-2-yn-1-ol). The solvent is CCO.O1CCOCC1 (EtOH dioxane). Product: ClC1=CC=C(C=C1)C1=NSC2=C1C=CC(=C2)CCCO (3-[3-(4-Chloro-phenyl)-benzo[d]isothiazol-6-yl]-propan-1-ol). RXN SMILES: [Cl:1][C:2]1[CH:7]=[CH:6][C:5]([C:8]2[C:12]3[CH:13]=[CH:14][C:15]([C:17]#[C:18][CH2:19][OH:20])=[CH:16][C:11]=3[S:10][N:9]=2)=[CH:4][CH:3]=1>CCO.O1CCOCC1>[Cl:1][C:2]1[CH:3]=[CH:4][C:5]([C:8]2[C:12]3[CH:13]=[CH:14][C:15]([CH2:17][CH2:18][CH2:19][OH:20])=[CH:16][C:11]=3[S:10][N:9]=2)=[CH:6][CH:7]=1 |f:1.2|. Procedure details: In analogy to example 20.1, 3-[3-(4-Chloro-phenyl)-benzo[d]isothiazol-6-yl]-prop-2-yn-1-ol in EtOH/dioxane was converted to yield 3-[3-(4-Chloro-phenyl)-benzo[d]isothiazol-6-yl]-propan-1-ol as a brown oil, MS: 303 (M, 1Cl). Reactants: C1COC(=O)N1, C1=CC(=CC=C1C#N)C2=CSC(=N2)Br. The reagents and catalysts are C(=O)([O-])[O-].[Cs+].[Cs+], CC1(C2=C(C(=CC=C2)P(C3=CC=CC=C3)C4=CC=CC=C4)OC5=C1C=CC=C5P(C6=CC=CC=C6)C7=CC=CC=C7)C, CC(=O)O.CC(=O)O.[Pd]. Run in C1COCCO1. Run at temperature 150 celsius. Yields the product C1COC(=O)N1C2=NC(=CS2)C3=CC=C(C=C3)C#N. Yield: 0.0%. Procedure: 4-(2-bromothiazol-4-yl)benzonitrile (100 mg, 0.38 mmol), 2-Oxazolidinone (49.3 mg, 0.57 mmol), diacetoxypalladium (5.93 mg, 0.03 mmol), cesium carbonate (369 mg, 1.13 mmol), water (10 µl) and (9,9-dimethyl-9H-xanthene-4,5-diyl)bis(diphenylphosphine) (21.82 mg, 0.04 mmol) were suspended in dioxane (2 mL), thoroughly degassed and sealed into a microwave tube and stirred at RT for 20 mins. The reaction was then heated to 150 °C for 10 minutes in the microwave reactor and cooled to RT.  Load of rubb...